From a dataset of the Open Reaction Database (ORD), a public repository of structured organic reaction records. describe an organic reaction: reactants, conditions, products, and yield As a reaction SMILES: [NH2:40][NH2:41].[O:1]=[C:2]1[N:3]([CH2:12][CH:13]([CH2:14][c:15]2[c:16]([C:21]([F:22])([F:23])[F:24])[cH:17][cH:18][cH:19][cH:20]2)[NH:25][C:26](=[O:27])[c:28]2[s:29][cH:30][c:31](-[c:33]3[c:34]([F:39])[cH:35][n:36][n:37]3[CH3:38])[cH:32]2)[C:10](=[O:11])[c:5]2[c:4]1[cH:9][cH:8][cH:7][cH:6]2>>[NH2:3][CH2:12][CH:13]([CH2:14][c:15]1[c:16]([C:21]([F:22])([F:23])[F:24])[cH:17][cH:18][cH:19][cH:20]1)[NH:25][C:26](=[O:27])[c:28]1[s:29][cH:30][c:31](-[c:33]2[c:34]([F:39])[cH:35][n:36][n:37]2[CH3:38])[cH:32]1. Starting materials: NN, Cn1ncc(F)c1-c1csc(C(=O)NC(Cc2ccccc2C(F)(F)F)CN2C(=O)c3ccccc3C2=O)c1. Product: Cn1ncc(F)c1-c1csc(C(=O)NC(CN)Cc2ccccc2C(F)(F)F)c1. Starting materials: compound, [N+](=O)([O-])C1=CC=C(COC(=O)N=C(N[C@H](C(=O)NC2CN(C2)C(=O)OC(C)(C)C)C)NC(=O)OCC2=CC=C(C=C2)[N+](=O)[O-])C=C1 (tert-Butyl 3-[(2S)-2-[2,3-Di(4-nitrobenzyloxycarbonyl)guanidino]-2-methylacetylamino]-1-azetidinecarboxylate), FC(C(=O)O)(F)F (trifluoroacetic acid). The solvent is ClCCl (dichloromethane). The product is FC(C(=O)O)(F)F.[N+](=O)([O-])C1=CC=C(COC(=O)N=C(N[C@H](C(=O)NC2CNC2)C)NC(=O)OCC2=CC=C(C=C2)[N+](=O)[O-])C=C1 (3-[(2S)-2-[2,3-di(4-nitrobenzyloxycarbonyl)guanidino]-2-methylacetylamino]azetidine trifluoroacetate). As a reaction SMILES: [N+:1]([C:4]1[CH:46]=[CH:45][C:7]([CH2:8][O:9][C:10]([N:12]=[C:13]([NH:31][C:32]([O:34][CH2:35][C:36]2[CH:41]=[CH:40][C:39]([N+:42]([O-:44])=[O:43])=[CH:38][CH:37]=2)=[O:33])[NH:14][C@@H:15]([CH3:30])[C:16]([NH:18][CH:19]2[CH2:22][N:21](C(OC(C)(C)C)=O)[CH2:20]2)=[O:17])=[O:11])=[CH:6][CH:5]=1)([O-:3])=[O:2].[F:47][C:48]([F:53])([F:52])[C:49]([OH:51])=[O:50]>ClCCl>[F:47][C:48]([F:53])([F:52])[C:49]([OH:51])=[O:50].[N+:1]([C:4]1[CH:46]=[CH:45][C:7]([CH2:8][O:9][C:10]([N:12]=[C:13]([NH:31][C:32]([O:34][CH2:35][C:36]2[CH:37]=[CH:38][C:39]([N+:42]([O-:44])=[O:43])=[CH:40][CH:41]=2)=[O:33])[NH:14][C@@H:15]([CH3:30])[C:16]([NH:18][CH:19]2[CH2:22][NH:21][CH2:20]2)=[O:17])=[O:11])=[CH:6][CH:5]=1)([O-:3])=[O:2] |f:3.4|. Reported procedure: To a solution of the compound (1.27 g), which had been obtained in (1), in anhydrous dichloromethane (6 ml), trifluoroacetic acid (3 ml) was added dropwise under ice cooling. The reaction mixture was then treated in a similar manner to that described in Referential Example 16-(2), whereby the title compound was obtained. The product was provided for use in the subsequent reaction without isolation.